This data is from the Open Reaction Database (ORD), a public repository of structured organic reaction records. The task is: describe an organic reaction: reactants, conditions, products, and yield Reactants: COCc1oc(Br)cc1C(=O)OC, COCCOC, [Na+], [Na+], O=C([O-])[O-], O, OB(O)c1ccccc1, c1ccc(P(c2ccccc2)(c2ccccc2)[Pd](P(c2ccccc2)(c2ccccc2)c2ccccc2)(P(c2ccccc2)(c2ccccc2)c2ccccc2)P(c2ccccc2)(c2ccccc2)c2ccccc2)cc1. The product is COCc1oc(-c2ccccc2)cc1C(=O)OC. As a reaction SMILES: [Br:1][c:2]1[cH:3][c:4]([C:10](=[O:11])[O:12][CH3:13])[c:5]([CH2:7][O:8][CH3:9])[o:6]1.[CH3:29][O:30][CH2:31][CH2:32][O:33][CH3:34].[Na+:23].[Na+:24].[O-:25][C:26](=[O:27])[O-:28].[OH2:112].[OH:14][B:15]([OH:16])[c:17]1[cH:18][cH:19][cH:20][cH:21][cH:22]1.[cH:35]1[cH:36][cH:37][c:38]([P:39]([Pd:40]([P:41]([c:42]2[cH:43][cH:44][cH:45][cH:46][cH:47]2)([c:48]2[cH:49][cH:50][cH:51][cH:52][cH:53]2)[c:54]2[cH:55][cH:56][cH:57][cH:58][cH:59]2)([P:60]([c:61]2[cH:62][cH:63][cH:64][cH:65][cH:66]2)([c:67]2[cH:68][cH:69][cH:70][cH:71][cH:72]2)[c:73]2[cH:74][cH:75][cH:76][cH:77][cH:78]2)[P:79]([c:80]2[cH:81][cH:82][cH:83][cH:84][cH:85]2)([c:86]2[cH:87][cH:88][cH:89][cH:90][cH:91]2)[c:92]2[cH:93][cH:94][cH:95][cH:96][cH:97]2)([c:98]2[cH:99][cH:100][cH:101][cH:102][cH:103]2)[c:104]2[cH:105][cH:106][cH:107][cH:108][cH:109]2)[cH:110][cH:111]1>>[c:2]1(-[c:17]2[cH:18][cH:19][cH:20][cH:21][cH:22]2)[cH:3][c:4]([C:10](=[O:11])[O:12][CH3:13])[c:5]([CH2:7][O:8][CH3:9])[o:6]1. Reactants: C(C)C1(C(N(CCC1)CC1=CC=CC=C1)=O)C (3-ethyl-3-methyl-1-phenylmethyl-2-piperidinone), N (NH3). Solvent: C1CCOC1 (THF). Run at temperature 60 celsius, time 1 hour. The product is C(C)C1(C(NCCC1)=O)C (3-ethyl-3-methyl-2-piperidinone). Yield: 221.1%. RXN SMILES: [CH2:1]([C:3]1([CH3:17])[CH2:8][CH2:7][CH2:6][N:5](CC2C=CC=CC=2)[C:4]1=[O:16])[CH3:2].N>C1COCC1>[CH2:1]([C:3]1([CH3:17])[CH2:8][CH2:7][CH2:6][NH:5][C:4]1=[O:16])[CH3:2]. Procedure details: Li metal (0.63 g, 90 mmol) was added to a well stirred solution of 3-ethyl-3-methyl-1-phenylmethyl-2-piperidinone (2.08 g, 9 mmol) in dry THF (27 mL) and then liquid NH3 (180 mL) was added slowly over a period of 5 min at -78° C. The cooling bath was removed and the reaction mixture stirred for 1 h in refluxing NH3. Then the reaction mixture was heated for 5-10 min at 60° C. to evaporate NH3 leaving a white residue which was treated carefully with water (50 mL) at 0° C., and the aqueous mixture ... The reactants are CC(C)(O)C#N, CC(O)CC(C)(C)O, O=S(=O)(O)O. The product is CC1CC(C)(C)N=C(C(C)(C)O)O1. RXN SMILES: [CH3:1][C:2]([C:3]#[N:4])([OH:5])[CH3:6].[CH3:7][C:8]([CH3:9])([CH2:10][CH:11]([CH3:12])[OH:13])[OH:14].[S:15](=[O:16])(=[O:17])([OH:18])[OH:19]>>[CH3:1][C:2]([C:3]1=[N:4][C:8]([CH3:7])([CH3:9])[CH2:10][CH:11]([CH3:12])[O:13]1)([OH:5])[CH3:6]. Starting materials: COC=C1CCC(N(C)C(=O)OCc2ccccc2)CC1, C1CCOC1, Cl. Product: CN(C(=O)OCc1ccccc1)C1CCC(C=O)CC1. RXN SMILES: [CH2:1]([c:2]1[cH:3][cH:4][cH:5][cH:6][cH:7]1)[O:8][C:9]([N:10]([CH3:11])[CH:12]1[CH2:13][CH2:14][C:15](=[CH:18][O:19][CH3:20])[CH2:16][CH2:17]1)=[O:21].[CH2:23]1[O:24][CH2:25][CH2:26][CH2:27]1.[ClH:22]>>[CH2:1]([c:2]1[cH:3][cH:4][cH:5][cH:6][cH:7]1)[O:8][C:9]([N:10]([CH3:11])[CH:12]1[CH2:13][CH2:14][CH:15]([CH:18]=[O:19])[CH2:16][CH2:17]1)=[O:21]. Starting materials: C1CCOC1, [Li]CCCC, CCOC(C)=O, CCCCCC, CC(C)Nc1nc2ccc(C=O)cc2s1, Fc1ccccc1C1SCCCS1. Yields the product CC(C)Nc1nc2ccc(C(O)C3(c4ccccc4F)SCCCS3)cc2s1. Reaction SMILES: [CH2:46]1[O:47][CH2:48][CH2:49][CH2:50]1.[CH3:14][CH2:15][CH2:16][CH2:17][Li:18].[CH3:34][CH2:35][O:36][C:37]([CH3:38])=[O:39].[CH3:40][CH2:41][CH2:42][CH2:43][CH2:44][CH3:45].[CH:19]([CH3:20])([CH3:21])[NH:22][c:23]1[s:24][c:25]2[c:26]([n:27]1)[cH:28][cH:29][c:30]([CH:32]=[O:33])[cH:31]2.[F:1][c:2]1[c:3]([CH:8]2[S:9][CH2:10][CH2:11][CH2:12][S:13]2)[cH:4][cH:5][cH:6][cH:7]1>>[F:1][c:2]1[c:3]([C:8]2([CH:32]([c:30]3[cH:29][cH:28][c:26]4[c:25]([s:24][c:23]([NH:22][CH:19]([CH3:20])[CH3:21])[n:27]4)[cH:31]3)[OH:33])[S:9][CH2:10][CH2:11][CH2:12][S:13]2)[cH:4][cH:5][cH:6][cH:7]1. Starting materials: mixture, ClC1=CC(=C(C=O)C=C1)F (4-chloro-2-fluoro-benzaldehyde), ClC1=C(C=O)C=CC(=C1)F (2-chloro-4-fluorobenzaldehyde), S1(=O)(=O)CCCC1 (sulfolane), [F-].[K+] (potassium fluoride). Product: FC1=C(C=O)C=CC(=C1)F (2,4-difluorobenzaldehyde). RXN SMILES: Cl[C:2]1[CH:9]=[CH:8][C:5]([CH:6]=[O:7])=[C:4]([F:10])[CH:3]=1.ClC1C=C([F:20])C=CC=1C=O.S1(CCCC1)(=O)=O.[F-].[K+]>>[F:10][C:4]1[CH:3]=[C:2]([F:20])[CH:9]=[CH:8][C:5]=1[CH:6]=[O:7] |f:3.4|. Reported procedure: 158.5 g (1 mol) of a mixture of 56% of 4-chloro-2-fluoro-benzaldehyde and 44% of 2-chloro-4-fluorobenzaldehyde were heated together with 700 g of sulfolane and 75 g (1.29 mol) of potassium fluoride at 215° C. for 10 h. The working up was carried out as in Example 1. 99.5 g of 2,4-difluorobenzaldehyde equivalent to 70% of the feed-stock was obtained. Starting materials: C1(CCCCC1)C=C(C#N)C(OC)OC (3-Cyclohexyl-2-dimethoxymethylacrylonitrile), Example 3, [H][H] (hydrogen). The reagents and catalysts are [Pd] (palladium on carbon). The solvent is CO (methanol). The product is COC(C(CC1CCCCC1)C#N)OC (2-Cyano-3-cyclohexylpropionaldehyde dimethylacetal). Isolated yield 100.0%. As a reaction SMILES: [CH:1]1([CH:7]=[C:8]([CH:11]([O:14][CH3:15])[O:12][CH3:13])[C:9]#[N:10])[CH2:6][CH2:5][CH2:4][CH2:3][CH2:2]1.[H][H]>[Pd].CO>[CH3:13][O:12][CH:11]([O:14][CH3:15])[CH:8]([C:9]#[N:10])[CH2:7][CH:1]1[CH2:6][CH2:5][CH2:4][CH2:3][CH2:2]1. Reported procedure: 3-Cyclohexyl-2-dimethoxymethylacrylonitrile, obtained from Example 3 (8.3 g, 0.04 mol), methanol (100 mL) and 10% palladium on carbon (0.3 g) were shaken together in a Parr bottle under 50 psig hydrogen pressure for 30 minutes. The catalyst was removed by filtration and the methanol was evaporated in vacuo to give the product as a pale-yellow oil (8.3 g, 100%).